This data is from the Open Reaction Database (ORD), a public repository of structured organic reaction records. The task is: describe an organic reaction: reactants, conditions, products, and yield Reactants: CCOc1cc(C(C)(C)C)ncc1C1=NC(C)(c2ccc(Cl)cc2)C(C)(c2ccc(Cl)cc2)N1C(=O)N1CCC(CC(=O)O)CC1, NCc1ccc(F)cc1F. Product: CCOc1cc(C(C)(C)C)ncc1C1=NC(C)(c2ccc(Cl)cc2)C(C)(c2ccc(Cl)cc2)N1C(=O)N1CCC(CC(=O)NCc2ccc(F)cc2F)CC1. As a reaction SMILES: [C:1]([CH3:2])([CH3:3])([CH3:4])[c:5]1[cH:6][c:7]([O:44][CH2:45][CH3:46])[c:8]([C:11]2=[N:15][C:14]([CH3:16])([c:17]3[cH:18][cH:19][c:20]([Cl:23])[cH:21][cH:22]3)[C:13]([CH3:24])([c:25]3[cH:26][cH:27][c:28]([Cl:31])[cH:29][cH:30]3)[N:12]2[C:32](=[O:33])[N:34]2[CH2:35][CH2:36][CH:37]([CH2:40][C:41](=[O:42])[OH:43])[CH2:38][CH2:39]2)[cH:9][n:10]1.[F:47][c:48]1[c:49]([CH2:50][NH2:51])[cH:52][cH:53][c:54]([F:56])[cH:55]1>>[C:1]([CH3:2])([CH3:3])([CH3:4])[c:5]1[cH:6][c:7]([O:44][CH2:45][CH3:46])[c:8]([C:11]2=[N:15][C:14]([CH3:16])([c:17]3[cH:18][cH:19][c:20]([Cl:23])[cH:21][cH:22]3)[C:13]([CH3:24])([c:25]3[cH:26][cH:27][c:28]([Cl:31])[cH:29][cH:30]3)[N:12]2[C:32](=[O:33])[N:34]2[CH2:35][CH2:36][CH:37]([CH2:40][C:41](=[O:42])[NH:51][CH2:50][c:49]3[c:48]([F:47])[cH:55][c:54]([F:56])[cH:53][cH:52]3)[CH2:38][CH2:39]2)[cH:9][n:10]1. Starting materials: C1CCOC1 (THF), ClC1=NC=C(C=C1Cl)C(F)(F)F (2,3-dichloro-5-trifluoromethylpyridine), [H-].[Na+] (sodium hydride), CON=C(C1=C(C=CC=C1)CO)C1=CC(=NO1)C (2-hydroxymethylphenyl 3-methylisoxazol-5-yl ketone O-methyloxime). Solvent: O (Water). Conditions: time 8 hour. Yields the product CON=C(C1=C(C=CC=C1)COC1=NC=C(C=C1Cl)C(F)(F)F)C1=CC(=NO1)C (2-(3-chloro-5-trifluoromethyl-2-pyridyloxymethyl)phenyl 3-methylisoxazol-5-yl ketone O-methyloxime). The yield is 71.4%. As a reaction SMILES: C1COCC1.Cl[C:7]1[C:12]([Cl:13])=[CH:11][C:10]([C:14]([F:17])([F:16])[F:15])=[CH:9][N:8]=1.[H-].[Na+].[CH3:20][O:21][N:22]=[C:23]([C:32]1[O:36][N:35]=[C:34]([CH3:37])[CH:33]=1)[C:24]1[CH:29]=[CH:28][CH:27]=[CH:26][C:25]=1[CH2:30][OH:31]>O>[CH3:20][O:21][N:22]=[C:23]([C:32]1[O:36][N:35]=[C:34]([CH3:37])[CH:33]=1)[C:24]1[CH:29]=[CH:28][CH:27]=[CH:26][C:25]=1[CH2:30][O:31][C:7]1[C:12]([Cl:13])=[CH:11][C:10]([C:14]([F:17])([F:16])[F:15])=[CH:9][N:8]=1 |f:2.3|. Procedure details: THF (7.5 ml), 2,3-dichloro-5-trifluoromethylpyridine (0.81 g, 3.75 mmol) and 60% sodium hydride (0.12 g, 3.0 mmol) were added to 2-hydroxymethylphenyl 3-methylisoxazol-5-yl ketone O-methyloxime (0.62 g, 2.5 mmol) under ice-cooling, and the mixture was stirred at room temperature overnight. Water (100 ml) was added to the reaction mixture, and the mixture was extracted with ether (150 ml). The extract was dried over anhydrous magnesium sulfate and concentrated under reduced pressure. The residue ... The reactants are CCOC(=O)CC(Nc1nc(Cl)ncc1Br)c1ccc(O[Si](C)(C)C(C)(C)C)cc1, CNC1CCCCC1, CC(C)O. Yields the product CCOC(=O)CC(Nc1nc(N(C)C2CCCCC2)ncc1Br)c1ccc(O[Si](C)(C)C(C)(C)C)cc1. RXN SMILES: [CH2:1]([CH3:2])[O:3][C:4]([CH2:5][CH:6]([c:7]1[cH:8][cH:9][c:10]([O:13][Si:14]([CH3:15])([CH3:16])[C:17]([CH3:18])([CH3:19])[CH3:20])[cH:11][cH:12]1)[NH:21][c:22]1[n:23][c:24]([Cl:29])[n:25][cH:26][c:27]1[Br:28])=[O:30].[CH3:31][NH:32][CH:33]1[CH2:34][CH2:35][CH2:36][CH2:37][CH2:38]1.[CH:39]([OH:40])([CH3:41])[CH3:42]>>[CH2:1]([CH3:2])[O:3][C:4]([CH2:5][CH:6]([c:7]1[cH:8][cH:9][c:10]([O:13][Si:14]([CH3:15])([CH3:16])[C:17]([CH3:18])([CH3:19])[CH3:20])[cH:11][cH:12]1)[NH:21][c:22]1[n:23][c:24]([N:32]([CH3:31])[CH:33]2[CH2:34][CH2:35][CH2:36][CH2:37][CH2:38]2)[n:25][cH:26][c:27]1[Br:28])=[O:30]. The reactants are OCCN1C(C=C(C=C1)B1OC(C(O1)(C)C)(C)C)=O (1-(2-Hydroxyethyl)-4-(4,4,5,5-tetramethyl-1,3,2-dioxaborolan-2-yl)pyridin-2(1H)-one), ClC1=C(C=CC(=N1)NC(=O)C1(CC1)C1=CC2=C(OC(O2)(F)F)C=C1)C (N-(6-chloro-5-methylpyridin-2-yl)-1-(2,2-difluorobenzo[d][1,3]dioxol-5-yl)cyclopropanecarboxamide). Reagents/catalysts: C=1C=CC(=CC1)[P](C=2C=CC=CC2)(C=3C=CC=CC3)[Pd]([P](C=4C=CC=CC4)(C=5C=CC=CC5)C=6C=CC=CC6)([P](C=7C=CC=CC7)(C=8C=CC=CC8)C=9C=CC=CC9)[P](C=1C=CC=CC1)(C=1C=CC=CC1)C=1C=CC=CC1 (Pd(PPh3)4). Run in C(=O)([O-])[O-].[Na+].[Na+] (Na2CO3). Reaction conditions: temperature 120 celsius. The product is FC1(OC2=C(O1)C=CC(=C2)C2(CC2)C(=O)NC2=NC(=C(C=C2)C)C2=CC(N(C=C2)CCO)=O)F (1-(2,2-difluorobenzo[d][1,3]dioxol-5-yl)-N-(6-(1-(2-hydroxyethyl)-2-oxo-1,2-dihydropyridin-4-yl)-5-methylpyridin-2-yl)cyclopropanecarboxamide). As a reaction SMILES: [OH:1][CH2:2][CH2:3][N:4]1[CH:9]=[CH:8][C:7](B2OC(C)(C)C(C)(C)O2)=[CH:6][C:5]1=[O:19].Cl[C:21]1[N:26]=[C:25]([NH:27][C:28]([C:30]2([C:33]3[CH:43]=[CH:42][C:36]4[O:37][C:38]([F:41])([F:40])[O:39][C:35]=4[CH:34]=3)[CH2:32][CH2:31]2)=[O:29])[CH:24]=[CH:23][C:22]=1[CH3:44]>C1C=CC([P]([Pd]([P](C2C=CC=CC=2)(C2C=CC=CC=2)C2C=CC=CC=2)([P](C2C=CC=CC=2)(C2C=CC=CC=2)C2C=CC=CC=2)[P](C2C=CC=CC=2)(C2C=CC=CC=2)C2C=CC=CC=2)(C2C=CC=CC=2)C2C=CC=CC=2)=CC=1.C([O-])([O-])=O.[Na+].[Na+]>[F:41][C:38]1([F:40])[O:37][C:36]2[CH:42]=[CH:43][C:33]([C:30]3([C:28]([NH:27][C:25]4[CH:24]=[CH:23][C:22]([CH3:44])=[C:21]([C:7]5[CH:8]=[CH:9][N:4]([CH2:3][CH2:2][OH:1])[C:5](=[O:19])[CH:6]=5)[N:26]=4)=[O:29])[CH2:32][CH2:31]3)=[CH:34][C:35]=2[O:39]1 |f:3.4.5,^1:48,50,69,88|. Procedure: 1-(2-Hydroxyethyl)-4-(4,4,5,5-tetramethyl-1,3,2-dioxaborolan-2-yl)pyridin-2(1H)-one (0.14 mmol) was added to a microwave vial containing N-(6-chloro-5-methylpyridin-2-yl)-1-(2,2-difluorobenzo[d][1,3]dioxol-5-yl)cyclopropanecarboxamide (51 mg, 0.14 mmol) and Pd(PPh3)4 (8.0 mg, 0.0070 mmol). Saturated aqueous Na2CO3 (70 μL) was added and the reaction vial was flushed with N2 (g) and sealed. The reaction was heated in the microwave at 120° C. for 20 minutes before being filtered and concentrated. T... The reactants are C1CCOC1 (THF), C1(CC1)C1=CC(=C(C(=O)OC)C=C1C1CC1)OCC (methyl 4,5-dicyclopropyl-2-ethoxybenzoate), [H-].[Al+3].[Li+].[H-].[H-].[H-] (lithium aluminum hydride), C1CCOC1 (THF), [OH-].[Na+] (sodium hydroxide), resultant mixture. Solvent: O (water), O (Water). Yields the product C1(CC1)C1=CC(=C(C=C1C1CC1)CO)OCC ((4,5-Dicyclopropyl-2-ethoxyphenyl)methanol). Yield: 97.6%. Reaction SMILES: C1COCC1.[CH:6]1([C:9]2[C:18]([CH:19]3[CH2:21][CH2:20]3)=[CH:17][C:12]([C:13](OC)=[O:14])=[C:11]([O:22][CH2:23][CH3:24])[CH:10]=2)[CH2:8][CH2:7]1.[H-].[Al+3].[Li+].[H-].[H-].[H-].[OH-].[Na+]>O>[CH:6]1([C:9]2[C:18]([CH:19]3[CH2:21][CH2:20]3)=[CH:17][C:12]([CH2:13][OH:14])=[C:11]([O:22][CH2:23][CH3:24])[CH:10]=2)[CH2:7][CH2:8]1 |f:2.3.4.5.6.7,8.9|. Reported procedure: A THF (15 mL) solution of methyl 4,5-dicyclopropyl-2-ethoxybenzoate (3.26 g) was added at 0° C. to a mixture of lithium aluminum hydride (1.09 g) and THF (65 mL), and the resultant mixture was stirred at room temperature for 1 hour in a nitrogen atmosphere. Water (1 mL), a 1 M aqueous sodium hydroxide solution (1 mL), and water (3 mL) were added in this order to the reaction mixture at 0° C., and the mixture was filtered through celite. Then, the filtrate was concentrated under reduced pressure.... RXN SMILES: [H-:13].[Na+:14].[O:23]=[CH:24][N:25]([CH3:26])[CH3:27].[OH:1][CH:2]1[CH2:3][NH:4][S:5](=[O:11])(=[O:12])[c:6]2[c:7]1[cH:8][cH:9][s:10]2.[cH:15]1[cH:16][c:17]([CH2:21][Cl:22])[cH:18][cH:19][n:20]1>>[OH:1][CH:2]1[CH2:3][N:4]([CH2:21][c:17]2[cH:16][cH:15][n:20][cH:19][cH:18]2)[S:5](=[O:11])(=[O:12])[c:6]2[c:7]1[cH:8][cH:9][s:10]2. The reactants are [H-], [Na+], CN(C)C=O, O=S1(=O)NCC(O)c2ccsc21, ClCc1ccncc1. Yields the product O=S1(=O)c2sccc2C(O)CN1Cc1ccncc1. Reactants: C(C)OC(CN1N=CC=2C(CCCC12)NS(=O)(=O)C1=CC(=CC=C1)NC(C1=CC=CC=C1)=O)=O ([4-(3-benzoylamino-benzenesulfonylamino)-4,5,6,7-tetrahydro-indazol-1-yl]-acetic acid ethyl ester), C(C1=CC=CC=C1)(=O)NC=1C=C(C=CC1)S(=O)(=O)NC=1C=2C=NN(C2CCC1)CC(=O)O ([4-(3-benzoylamino-benzenesulfonylamino)-6,7-dihydro-indazol-1-yl]-acetic acid), C22H22N4O5S. Product: C(C1=CC=CC=C1)(=O)NC=1C=C(C=CC1)S(=O)(=O)NC1C=2C=NN(C2CCC1)CC(=O)O ([4-(3-Benzoylamino-benzenesulfonylamino)-4,5,6,7-tetrahydro-indazol-1-yl]-acetic acid). RXN SMILES: C([O:3][C:4](=[O:34])[CH2:5][N:6]1[C:14]2[CH2:13][CH2:12][CH2:11][CH:10]([NH:15][S:16]([C:19]3[CH:24]=[CH:23][CH:22]=[C:21]([NH:25][C:26](=[O:33])[C:27]4[CH:32]=[CH:31][CH:30]=[CH:29][CH:28]=4)[CH:20]=3)(=[O:18])=[O:17])[C:9]=2[CH:8]=[N:7]1)C.C(NC1C=C(S(NC2C3C=NN(CC(O)=O)C=3CCC=2)(=O)=O)C=CC=1)(=O)C1C=CC=CC=1>>[C:26]([NH:25][C:21]1[CH:20]=[C:19]([S:16]([NH:15][CH:10]2[CH2:11][CH2:12][CH2:13][C:14]3[N:6]([CH2:5][C:4]([OH:34])=[O:3])[N:7]=[CH:8][C:9]2=3)(=[O:17])=[O:18])[CH:24]=[CH:23][CH:22]=1)(=[O:33])[C:27]1[CH:32]=[CH:31][CH:30]=[CH:29][CH:28]=1. Procedure: Starting with [4-(3-benzoylamino-benzenesulfonylamino)-4,5,6,7-tetrahydro-indazol-1-yl]-acetic acid ethyl ester using the method analogous to the one described for example 1-1a, [4-(3-benzoylamino-benzenesulfonylamino)-6,7-dihydro-indazol-1-yl]-acetic acid (11.0 mg, 50%) as a white solid. 1H NMR (400 MHz, CD3OD) δ ppm 8.48 (s, 1 H), 7.98 (m, 3 H), 7.73-7.52 (m, 5 H), 6.79 (s, 1 H), 4.78 (s, 2 H), 4.42 (s, 1 H), 2.55 (m, 2 H), 2.04-1.77 (m, 4 H). MS cald. for C22H22N4O5S 454, obsd. (ESI+) [(M+H)+... Starting materials: 0f, C1=CC=CC=2C(C3=C(C=CC21)C=CC=C3)=O (5H-dibenzo[a,d]-cyclohepten-5-one), CN (methylamine). The reagents and catalysts are [Ti](Cl)(Cl)(Cl)Cl (titanium tetrachloride). Solvent: C1=CC=CC=C1 (benzene). Run at time 6 day. The product is CN=C1C2=C(C=CC3=C1C=CC=C3)C=CC=C2 (N-methyl-5H-dibenzo[a,d]cyclohepten-5-imine). The yield is 95.0%. RXN SMILES: [CH:1]1[C:11]2[CH:10]=[CH:9][C:8]3[CH:12]=[CH:13][CH:14]=[CH:15][C:7]=3[C:6](=O)[C:5]=2[CH:4]=[CH:3][CH:2]=1.[CH3:17][NH2:18]>[Ti](Cl)(Cl)(Cl)Cl.C1C=CC=CC=1>[CH3:17][N:18]=[C:6]1[C:5]2[CH:4]=[CH:3][CH:2]=[CH:1][C:11]=2[CH:10]=[CH:9][C:8]2[CH:12]=[CH:13][CH:14]=[CH:15][C:7]1=2. Reported procedure: Using the procedure following Example 1, a mixture of 100 g 0f 5H-dibenzo[a,d]-cyclohepten-5-one, 98 g of methylamine and 1000 ml of benzene is treated with 53 g of titanium tetrachloride. The mixture is worked up after stirring at room temperature for 6 days. Short-path distillation of the crude product at 120° bath temperature and 0.1 micron pressure gives 101.2 g (95% yield) of N-methyl-5H-dibenzo[a,d]cyclohepten-5-imine as a viscous oil that solidifies slowly on standing. Nmr spectrum (in CD... RXN SMILES: [C:1]([O:5][C:6]([N:8]1[CH2:20][C@@H:19]([CH3:21])[N:18]2[C@H:10]([CH2:11][C:12]3[C:17]2=[N:16][C:15](Br)=[CH:14][CH:13]=3)[CH2:9]1)=[O:7])([CH3:4])([CH3:3])[CH3:2].[C:23]([O:27][CH2:28][CH3:29])(=[O:26])[CH:24]=[CH2:25].C([O-])(=O)C.[Na+].C1(C)C=CC=CC=1P(C1C=CC=CC=1C)C1C=CC=CC=1C.C(=O)(O)[O-].[Na+]>C1(C)C=CC=CC=1.[CH2-]C=C.[CH2-]C=C.Cl[Pd+].Cl[Pd+]>[C:1]([O:5][C:6]([N:8]1[CH2:20][C@@H:19]([CH3:21])[N:18]2[C@H:10]([CH2:11][C:12]3[C:17]2=[N:16][C:15]([CH:25]=[CH:24][C:23]([O:27][CH2:28][CH3:29])=[O:26])=[CH:14][CH:13]=3)[CH2:9]1)=[O:7])([CH3:4])([CH3:3])[CH3:2] |f:2.3,5.6,8.9.10.11|. Yield: 91.2%. Yields the product C(C)(C)(C)OC(=O)N1C[C@H]2CC3=CC=C(N=C3N2[C@@H](C1)C)C=CC(=O)OCC ((4R,9aR)-6-(2-Ethoxycarbonyl-vinyl)-4-methyl-3,4,9,9a-tetrahydro-1H-2,4a,5-triaza-fluorene-2-carboxylic acid tert-butyl ester). Starting materials: C(C)(C)(C)OC(=O)N1C[C@H]2CC3=CC=C(N=C3N2[C@@H](C1)C)Br ((4R,9aR)-6-bromo-4-methyl-3,4,9,9a-tetrahydro-1H-2,4a,5-triaza-fluorene-2-carboxylic acid tert-butyl ester), C(C)(C)(C)OC(=O)N1C[C@H]2CC3=CC=C(N=C3N2[C@@H](C1)C)Br ((4R,9aR)-6-bromo-4-methyl-3,4,9,9a-tetrahydro-1H-2,4a,5-triaza-fluorene-2-carboxylic acid tert-butyl ester), C(C=C)(=O)OCC (ethyl acrylate), C(C)(=O)[O-].[Na+] (sodium acetate), C1(=C(C=CC=C1)P(C1=C(C=CC=C1)C)C1=C(C=CC=C1)C)C (tri(o-tolyl)phosphine), C([O-])(O)=O.[Na+] (sodium bicarbonate). Procedure details: To a solution of 1.0 g (2.71 mmol) (4R,9aR)-6-bromo-4-methyl-3,4,9,9a-tetrahydro-1H-2,4a,5-triaza-fluorene-2-carboxylic acid tert-butyl ester (Example 5, intermediate b) and 0.36 ml (3.25 mmol) ethyl acrylate in 30 ml toluene were added 0.67 g (8.15 mmol) sodium acetate, 82.6 mg (0.27 mmol) tri(o-tolyl)phosphine and 0.04 mg (0.1 mmol) allylpalladium chloride dimer. The reaction mixture was heated under reflux for 20 h, then poured into saturated aqueous sodium bicarbonate solution and extracted ... The reagents and catalysts are [CH2-]C=C.[CH2-]C=C.Cl[Pd+].Cl[Pd+] (allylpalladium chloride dimer). Run in C1(=CC=CC=C1)C (toluene). The reactants are C(CCO)O (1,3-propanediol), [OH-].[Na+] (sodium hydroxide), C1(=CC=CC=C1)C (toluene), C(C)C1(COC1)COS(=O)(=O)C (3-ethyl-3-methanesulfonyloxymethyloxetane), ( 1 ), bisoxetane ether. Reagents/catalysts: [Br-].C(CCC)[N+](CCCC)(CCCC)CCCC (tetrabutylammonium bromide). Solvent: O (water). Conditions: temperature 80 celsius. Product: C(C)C1(COC1)COCCCO (3-ethyl-3-(3-hydroxypropyl)oxymethyl-oxetane). The yield is 58.2%. As a reaction SMILES: [CH2:1](O)[CH2:2][CH2:3][OH:4].[OH-].[Na+].C1(C)C=CC=CC=1.[CH2:15]([C:17]1([CH2:21][O:22]S(C)(=O)=O)[CH2:20][O:19][CH2:18]1)[CH3:16]>[Br-].C([N+](CCCC)(CCCC)CCCC)CCC.O>[CH2:15]([C:17]1([CH2:21][O:22][CH2:1][CH2:2][CH2:3][OH:4])[CH2:20][O:19][CH2:18]1)[CH3:16] |f:1.2,5.6|. Procedure: In a glass flask having an internal volume of 2000 ml equipped with a stirrer, a thermometer, a dropping funnel, and a reflux condenser, 285 g (3.7 mol) of 1,3-propanediol, 12.1 g (37.5 mmol) of tetrabutylammonium bromide, 72 g (2.2 mol) of 96 mass % sodium hydroxide, and 150 ml of toluene were added and heated up to 80° C. while stirring. Then, 324 g (1.5 mol) of 3-ethyl-3-methanesulfonyloxymethyloxetane with a purity of 90 mass % synthesized in (1) above was gently dropped while keeping the li...